This data is from the Open Reaction Database (ORD), a public repository of structured organic reaction records. The task is: describe an organic reaction: reactants, conditions, products, and yield Starting materials: CC1=NN(C(=C1)C)C(NS(=O)(=O)C1=CC=C(C=C1)C)=N (N-[(3,5-dimethylpyrazol-1-yl)-iminomethyl]-4-methylbenzene-sulfonamide), CS(=O)(=O)O (methanesulfonic acid), NC=1C=NC=CC1 (3-aminopyridine). The product is NC(=NS(=O)(=O)C1=CC=C(C=C1)C)NC=1C=NC=CC1 (N-[amino-(pyridin-3-yl-amino)-methylene]-4-methyl-benzenesulfonamide). RXN SMILES: [CH3:1][C:2]1[CH:6]=[C:5]([CH3:7])[N:4]([C:8](=[NH:20])[NH:9][S:10]([C:13]2[CH:18]=[CH:17][C:16]([CH3:19])=[CH:15][CH:14]=2)(=[O:12])=[O:11])N=1.CS(O)(=O)=O.[NH2:26]C1C=NC=CC=1>>[NH2:20][C:8]([NH:4][C:5]1[CH:7]=[N:26][CH:1]=[CH:2][CH:6]=1)=[N:9][S:10]([C:13]1[CH:18]=[CH:17][C:16]([CH3:19])=[CH:15][CH:14]=1)(=[O:12])=[O:11]. Reported procedure: The compound of Example 24 was prepared according to the accompanying synthesis procedure from 0.5 ml of N-[(3,5-dimethylpyrazol-1-yl)-iminomethyl]-4-methylbenzene-sulfonamide solution (0.2 M, acetonitrile) with 19 mg of methanesulfonic acid and 0.5 ml of 3-aminopyridine solution (1.0 M, acetonitrile) and filed in a substance databank. Calculated mol. wt. 290.34; found mol. wt. (M+H) 291.1; 580.9 (Dimer)